From a dataset of the Open Reaction Database (ORD), a public repository of structured organic reaction records. describe an organic reaction: reactants, conditions, products, and yield Reactants: NC1=NC(=CC=C1)SCCCC#N (4-(2-aminopyrid-6-ylthio)butyronitrile), FC(CN=C=S)(F)F (2,2,2-trifluoroethylisothiocyanate), C(C)#N (acetonitrile). Yields the product FC(CNC(NC1=NC(=CC=C1)SC(C#N)CC)=S)(F)F (2-(3-[2,2,2-trifluoroethyl]thioureidopyrid-6-ylthio]butyronitrile). RXN SMILES: [NH2:1][C:2]1[CH:7]=[CH:6][CH:5]=[C:4]([S:8][CH2:9][CH2:10][CH2:11]C#N)[N:3]=1.[F:14][C:15]([F:21])([F:20])[CH2:16][N:17]=[C:18]=[S:19].[C:22](#[N:24])C>>[F:14][C:15]([F:21])([F:20])[CH2:16][NH:17][C:18](=[S:19])[NH:1][C:2]1[CH:7]=[CH:6][CH:5]=[C:4]([S:8][CH:9]([CH2:10][CH3:11])[C:22]#[N:24])[N:3]=1. Procedure: A solution of 4-(2-aminopyrid-6-ylthio)butyronitrile (36 g.) and 2,2,2-trifluoroethylisothiocyanate (22 ml.) in acetonitrile (100 ml.) was left at room temperature for 18 hours. The crystalline precipitate was collected and washed with cold EtOH to give 4-[2-(3-[2,2,2-trifluoroethyl]thioureidopyrid-6-ylthio]butyronitrile, m.p. 131°-133°. The reactants are [OH-].[Na+] (sodium hydroxide), Cl (hydrochloric acid), C(CCC)OCCOC1=CC=C(C=C1)C=1C=CC2=C(C=C(CCN2CC=CC)C(=O)OC)C1 (methyl 7-[4-(2-butoxyethoxy)phenyl]-1-crotyl-2,3-dihydro-1-benzazepine-4-carboxylate). The solvent is C1CCOC1 (THF), CO (methanol). Reaction conditions: temperature 40 celsius, time 6 hour. Yields the product C(CCC)OCCOC1=CC=C(C=C1)C=1C=CC2=C(C=C(CCN2CC=CC)C(=O)O)C1 (7-[4-(2-butoxyethoxy)phenyl]-1-crotyl-2,3-dihydro-1-benzazepine-4-carboxylic acid). Isolated yield 92.9%. Reaction SMILES: [CH2:1]([O:5][CH2:6][CH2:7][O:8][C:9]1[CH:14]=[CH:13][C:12]([C:15]2[CH:16]=[CH:17][C:18]3[N:24]([CH2:25][CH:26]=[CH:27][CH3:28])[CH2:23][CH2:22][C:21]([C:29]([O:31]C)=[O:30])=[CH:20][C:19]=3[CH:33]=2)=[CH:11][CH:10]=1)[CH2:2][CH2:3][CH3:4].[OH-].[Na+].Cl>C1COCC1.CO>[CH2:1]([O:5][CH2:6][CH2:7][O:8][C:9]1[CH:10]=[CH:11][C:12]([C:15]2[CH:16]=[CH:17][C:18]3[N:24]([CH2:25][CH:26]=[CH:27][CH3:28])[CH2:23][CH2:22][C:21]([C:29]([OH:31])=[O:30])=[CH:20][C:19]=3[CH:33]=2)=[CH:13][CH:14]=1)[CH2:2][CH2:3][CH3:4] |f:1.2|. Reported procedure: In THF (4.4 ml)/methanol (4.4 ml) was dissolved methyl 7-[4-(2-butoxyethoxy)phenyl]-1-crotyl-2,3-dihydro-1-benzazepine-4-carboxylate (0.22 g). To the solution was added 1N sodium hydroxide solution (2.2 ml), and the mixture was stirred at 40° C. for 6 hours. pH was adjusted to approximate 5 with 1N hydrochloric acid, and the solvent was concentrated to half under reduced pressure. The concentrated material was extracted with ethyl acetate, washed with saturated brine and dried with magnesium sul... Reactants: C(C)(=O)OC1=C(C(=C(C(=C1C)C)OC(C)=O)C)CCC(C)=O (4-(2,5-diacetoxy-3,4,6-trimethylphenyl)-butan-2-one), OS(=O)(=O)O (H2SO4), suspension, CN(C=O)C (dimethylformamide), [C-]#N.[K+] (potassium cyanide), OS(=O)(=O)O (H2SO4), ice H2O. Run in O (H2O). Reaction conditions: time 10 minute. The product is C(#N)C(C)(CCC1=C(C(=C(C(=C1C)OC(C)=O)C)C)OC(C)=O)O ((±)-2 -cyano-4-(2,5-diacetoxy-3,4,6-trimethylphenyl)butan-2-ol). RXN SMILES: [C:1]([O:4][C:5]1[C:10]([CH3:11])=[C:9]([CH3:12])[C:8]([O:13][C:14](=[O:16])[CH3:15])=[C:7]([CH3:17])[C:6]=1[CH2:18][CH2:19][C:20](=[O:22])[CH3:21])(=[O:3])[CH3:2].C[N:24]([CH3:27])C=O.[C-]#N.[K+].OS(O)(=O)=O>O>[C:27]([C:20]([OH:22])([CH2:19][CH2:18][C:6]1[C:7]([CH3:17])=[C:8]([O:13][C:14](=[O:16])[CH3:15])[C:9]([CH3:12])=[C:10]([CH3:11])[C:5]=1[O:4][C:1](=[O:3])[CH3:2])[CH3:21])#[N:24] |f:2.3|. Procedure details: A solution of the crude 4-(2,5-diacetoxy-3,4,6-trimethylphenyl)butan-2-one prepared in Example 56 in 963 ml. of dimethylformamide was cooled under N2 in an ice bath. A solution of 69.4 g. of potassium cyanide in 150 ml. of H2O was added over 20 minutes. The mixture was stirred another 10 minutes and then 161 ml. of 6N H2SO4 was added dropwise over 20 minutes while an internal temperature of +10° to +13° was maintained The viscous suspension (pH 8) was stirred another 30 minutes, brought to pH 4 ... Reaction SMILES: [CH2:45]([OH:46])[CH2:47][CH2:48][CH3:49].[CH3:1][O:2][C:3](=[O:4])[C:5]1=[C:6]([CH3:27])[NH:7][C:8]2=[C:13]([C:12](=[O:26])[CH2:11][NH:10][CH2:9]2)[CH:14]1[c:15]1[c:16]([F:25])[c:17]([F:24])[c:18]([F:23])[c:19]([F:22])[c:20]1[F:21].[Na+:39].[Na+:40].[O-:41][C:42](=[O:43])[O-:44].[O:28]([c:29]1[cH:30][cH:31][cH:32][cH:33][cH:34]1)[CH2:35][CH2:36][CH2:37][Br:38]>>[CH3:1][O:2][C:3](=[O:4])[C:5]1=[C:6]([CH3:27])[NH:7][C:8]2=[C:13]([C:12](=[O:26])[CH2:11][N:10]([CH2:37][CH2:36][CH2:35][O:28][c:29]3[cH:30][cH:31][cH:32][cH:33][cH:34]3)[CH2:9]2)[CH:14]1[c:15]1[c:16]([F:25])[c:17]([F:24])[c:18]([F:23])[c:19]([F:22])[c:20]1[F:21]. Yields the product COC(=O)C1=C(C)NC2=C(C(=O)CN(CCCOc3ccccc3)C2)C1c1c(F)c(F)c(F)c(F)c1F. Starting materials: CCCCO, COC(=O)C1=C(C)NC2=C(C(=O)CNC2)C1c1c(F)c(F)c(F)c(F)c1F, [Na+], [Na+], O=C([O-])[O-], BrCCCOc1ccccc1. Reactants: Clc1ncc(Br)c(Cl)n1, O=C([O-])[O-], CN(C)C=O, [Cl-], [K+], [K+], CNS(=O)(=O)c1ccccc1N, [NH4+], O. Product: CNS(=O)(=O)c1ccccc1Nc1nc(Cl)ncc1Br. RXN SMILES: [Br:1][c:2]1[c:3]([Cl:9])[n:4][c:5]([Cl:8])[n:6][cH:7]1.[C:22](=[O:23])([O-:24])[O-:25].[CH3:30][N:31]([CH3:32])[CH:33]=[O:34].[Cl-:28].[K+:26].[K+:27].[NH2:10][c:11]1[c:12]([S:17](=[O:18])(=[O:19])[NH:20][CH3:21])[cH:13][cH:14][cH:15][cH:16]1.[NH4+:29].[OH2:35]>>[Br:1][c:2]1[c:3]([NH:10][c:11]2[c:12]([S:17](=[O:18])(=[O:19])[NH:20][CH3:21])[cH:13][cH:14][cH:15][cH:16]2)[n:4][c:5]([Cl:8])[n:6][cH:7]1. Starting materials: C(C(O)C(O)C(=O)[O-])(=O)[O-].[Na+].[K+] (potassium sodium tartarate), C(C)OC(C)O[C@H]1[C@@H]([C@@H]2[C@@H](OC(C2)=O)C1)CC[C@H](CCC1=CC=CC=C1)OC(C)OCC ((3aR,4R,5R,6aS)-5-(1-Ethoxyethoxy)-4-[(3R)-3-(1-ethoxyethoxy)-5-phenylpentyl]hexahydro-2H-cyclopenta[b]furan-2-one), C(C)(=O)OCC (ethyl acetate), CC(C)C[AlH]CC(C)C (DIBAL). Run in C1CCOC1 (THF). Reaction conditions: time 15 minute. The product is C(C)OC(C)O[C@H]1[C@@H]([C@@H]2[C@@H](OC(C2)O)C1)CC[C@H](CCC1=CC=CC=C1)OC(C)OCC ((3aR,4R,5R,6aS)-5-(1-Ethoxyethoxy)-4-[(3R)-3-(1-ethoxyethoxy)-5-phenylpentyl]hexahydro-2H-cyclopenta[b]furan-2-ol). Reaction SMILES: [CH2:1]([O:3][CH:4]([O:6][C@@H:7]1[CH2:15][C@@H:10]2[O:11][C:12](=[O:14])[CH2:13][C@@H:9]2[C@H:8]1[CH2:16][CH2:17][C@@H:18]([O:27][CH:28]([O:30][CH2:31][CH3:32])[CH3:29])[CH2:19][CH2:20][C:21]1[CH:26]=[CH:25][CH:24]=[CH:23][CH:22]=1)[CH3:5])[CH3:2].CC(C[AlH]CC(C)C)C.C(OCC)(=O)C.C([O-])(=O)C(C(C([O-])=O)O)O.[Na+].[K+]>C1COCC1>[CH2:1]([O:3][CH:4]([O:6][C@@H:7]1[CH2:15][C@@H:10]2[O:11][CH:12]([OH:14])[CH2:13][C@@H:9]2[C@H:8]1[CH2:16][CH2:17][C@@H:18]([O:27][CH:28]([O:30][CH2:31][CH3:32])[CH3:29])[CH2:19][CH2:20][C:21]1[CH:22]=[CH:23][CH:24]=[CH:25][CH:26]=1)[CH3:5])[CH3:2] |f:3.4.5|. Procedure details: (3aR,4R,5R,6aS)-5-(1-Ethoxyethoxy)-4-[(3R)-3-(1-ethoxyethoxy)-5-phenylpentyl]hexahydro-2H-cyclopenta[b]furan-2-one (X, EXAMPLE 6) is dissolved in THF (14 mL) and the mixture cooled to −40°. Using a syringe pump, DIBAL (1.0 M, 3.78 mL in toluene) is added over 15 minutes, maintaining the internal temperature at less than −30°. The mixture is stirred for 15 minutes after the completion of the addition, then ethyl acetate (0.38 mL) is added. The mixture is poured into a solution of potassium sodium...